From a dataset of the Open Reaction Database (ORD), a public repository of structured organic reaction records. describe an organic reaction: reactants, conditions, products, and yield Reactants: S(=O)(=O)(C1=CC=C(C)C=C1)OC[C@H]1N(CCC1)C(=O)OC(C)(C)C ((S)-tert-butyl 2-((tosyloxy)methyl)pyrrolidine-1-carboxylate), C1(=CC=CC=C1)O (phenol), O[C@H](CCNC(OC(C)(C)C)=O)C1=CC(=CC=C1)O ((R)-tert-butyl 3-hydroxy-3-(3-hydroxyphenyl)propylcarbamate), C(C)(C)(C)[O-].[K+] (t-BuO−K+). Run in CN(C)C=O (DMF). Yields the product C(C)(C)(C)OC(=O)NCC[C@@H](O)C=1C=C(OC[C@H]2N(CCC2)C(=O)OC(C)(C)C)C=CC1 ((S)-tert-butyl 2-((3-((R)-3-((tert-butoxycarbonyl)amino)-1-hydroxypropyl)phenoxy)methyl)pyrrolidine-1-carboxylate). RXN SMILES: S([O:11][CH2:12][C@@H:13]1[CH2:17][CH2:16][CH2:15][N:14]1[C:18]([O:20][C:21]([CH3:24])([CH3:23])[CH3:22])=[O:19])(C1C=CC(C)=CC=1)(=O)=O.C1(O)C=CC=CC=1.[OH:32][C@@H:33]([C:44]1[CH:49]=[CH:48][CH:47]=[C:46](O)[CH:45]=1)[CH2:34][CH2:35][NH:36][C:37](=[O:43])[O:38][C:39]([CH3:42])([CH3:41])[CH3:40].C([O-])(C)(C)C.[K+]>CN(C=O)C>[C:39]([O:38][C:37]([NH:36][CH2:35][CH2:34][C@H:33]([C:44]1[CH:49]=[C:48]([CH:47]=[CH:46][CH:45]=1)[O:11][CH2:12][C@@H:13]1[CH2:17][CH2:16][CH2:15][N:14]1[C:18]([O:20][C:21]([CH3:22])([CH3:23])[CH3:24])=[O:19])[OH:32])=[O:43])([CH3:42])([CH3:40])[CH3:41] |f:3.4|. Reported procedure: A mixture of (S)-tert-butyl 2-((tosyloxy)methyl)pyrrolidine-1-carboxylate (1.6 g, 5.4 mmol), phenol (7, Intermediate I) (0.8 g, 2.9 mmol), t-BuO−K+ (0.5 g, 4.5 mmol) in anhydrous DMF (5 mL) was heated at +45° C. for 16 hrs. The reaction mixture was concentrated under reduced pressure, partitioned between EtOAc and 5% NaOH, organic layer was dried over anhydrous Na2SO4, concentrated under reduced pressure. Purification by column chromatography gave (S)-tert-butyl 2-((3-((R)-3-((tert-butoxycarbony... The reactants are C[Si](C)(C)Cl, CC#N, ClCCl, [I-], CC(O)(c1cscn1)c1c(CCN2CCCC2)sc2ccccc12, [NH4+], [Na+], [Na+], [Na+], [OH-], O=S([O-])([O-])=S. The product is C=C(c1cscn1)c1c(CCN2CCCC2)sc2ccccc12. As a reaction SMILES: [CH3:3][Si:4]([Cl:5])([CH3:6])[CH3:7].[CH3:41][C:42]#[N:43].[Cl:44][CH2:45][Cl:46].[I-:1].[N:8]1([CH2:13][CH2:14][c:15]2[c:16]([C:24]([CH3:25])([OH:26])[c:27]3[n:28][cH:29][s:30][cH:31]3)[c:17]3[c:18]([s:19]2)[cH:20][cH:21][cH:22][cH:23]3)[CH2:9][CH2:10][CH2:11][CH2:12]1.[NH4+:40].[Na+:2].[Na+:37].[Na+:38].[OH-:39].[S:32]([O-:33])([O-:34])(=[O:35])=[S:36]>>[N:8]1([CH2:13][CH2:14][c:15]2[c:16]([C:24](=[CH2:25])[c:27]3[n:28][cH:29][s:30][cH:31]3)[c:17]3[c:18]([s:19]2)[cH:20][cH:21][cH:22][cH:23]3)[CH2:9][CH2:10][CH2:11][CH2:12]1.